This data is from the Open Reaction Database (ORD), a public repository of structured organic reaction records. The task is: describe an organic reaction: reactants, conditions, products, and yield Reactants: COC1=CC(=NC=C1)C(=O)O (4-methoxy-2-pyridinecarboxylic acid), NC1=NN=NN1 (5-aminotetrazole). Run in S(=O)(Cl)Cl (thionyl chloride). The product is N1N=NN=C1NC(=O)C1=NC=CC(=C1)OC (N-(5-tetrazolyl)-4-methoxy-2-pyridinecarboxamide). Isolated yield 11.7%. Reaction SMILES: [CH3:1][O:2][C:3]1[CH:8]=[CH:7][N:6]=[C:5]([C:9]([OH:11])=O)[CH:4]=1.[NH2:12][C:13]1[NH:17][N:16]=[N:15][N:14]=1>S(Cl)(Cl)=O>[NH:14]1[C:13]([NH:12][C:9]([C:5]2[CH:4]=[C:3]([O:2][CH3:1])[CH:8]=[CH:7][N:6]=2)=[O:11])=[N:17][N:16]=[N:15]1. Procedure: 1.67 g of 4-methoxy-2-pyridinecarboxylic acid, 20 ml of thionyl chloride and 1.2 g of 5-aminotetrazole are treated in the same manner as described in Example 1. The crude product thus obtained is recrystallized from ethanol, whereby 0.28 g of N-(5-tetrazolyl)-4-methoxy-2-pyridinecarboxamide is obtained.